From a dataset of the Open Reaction Database (ORD), a public repository of structured organic reaction records. describe an organic reaction: reactants, conditions, products, and yield Reactants: OC1=CC(=CC2=C1C1=C(C(O2)=O)CSC1)C(C)C(CCCCC)C (1,3-Dihydro-9-hydroxy-7-(3-methyl-2-octyl)-4-oxo-4H-thieno[3,4-c][1]benzopyran), [Mg] (magnesium), Cl (hydrochloric acid), CCOCC (ether), C1(=CC=C(C=C1)S(=O)(=O)O)C (p-toluenesulfonic acid), Grignard reagent, BrC (bromomethane), triol. Run in C1=CC=CC=C1 (benzene), C1=CC=CC=C1 (benzene). Reaction conditions: temperature 45 celsius. Product: CC1(OC2=C(C3=C1CSC3)C(=CC(=C2)C(C)C(CCCCC)C)O)C (1,3-Dihydro-4,4-dimethyl-9-hydroxy-7-(3-methyl-2-octyl)-4H-thieno[3,4-c][1]benzopyran). Isolated yield 42.0%. Reaction SMILES: [OH:1][C:2]1C2C3CSCC=3C(=O)OC=2[CH:5]=[C:4]([CH:16]([CH:18]([CH3:24])[CH2:19][CH2:20][CH2:21][CH2:22][CH3:23])[CH3:17])[CH:3]=1.Br[CH3:26].[Mg].Cl.[C:29]1(C)[CH:34]=[CH:33][C:32]([S:35](O)(=O)=O)=CC=1.[CH3:40][CH2:41][O:42][CH2:43][CH3:44]>C1C=CC=CC=1>[CH3:40][C:41]1([CH3:26])[C:33]2[CH2:32][S:35][CH2:29][C:34]=2[C:44]2[C:2]([OH:1])=[CH:3][C:4]([CH:16]([CH:18]([CH3:24])[CH2:19][CH2:20][CH2:21][CH2:22][CH3:23])[CH3:17])=[CH:5][C:43]=2[O:42]1. Reported procedure: A suspension of 6.0 g. (0.017 mole) of the pyrone of Example 26, part B, in 150 ml. of benzene was added to a Grignard reagent prepared by adding bromomethane to 8.47 g. (0.36 mole) of magnesium turnings in 100 ml. of ether. The mixture was heated at 45°C for 24 hours and then decomposed by the addition of dilute hydrochloric acid. The organic layer was separated, washed with water, dried over sodium sulfate and evaporated to give a gummy residue. This material, as the triol, was dissolved in be... Reactants: C(C(=O)C1=CC=CC=C1)N1C=2N(C3=C1C=CC=C3)CCCN2 (10-Phenacyl-2,3,4,10-tetrahydropyrimidino[1,2-a]benzimidazole), Cl (hydrochloric acid). Run in CC(=O)C (acetone). The product is Cl.C(C(=O)C1=CC=CC=C1)N1C=2N(C3=C1C=CC=C3)CCCN2 (10-Phenacyl-2,3,4,10-tetrahydropyrimidino[1,2-a]benzimidazole hydrochloride). Reaction SMILES: [CH2:1]([N:10]1[C:14]2[CH:15]=[CH:16][CH:17]=[CH:18][C:13]=2[N:12]2[CH2:19][CH2:20][CH2:21][N:22]=[C:11]12)[C:2]([C:4]1[CH:9]=[CH:8][CH:7]=[CH:6][CH:5]=1)=[O:3].[ClH:23]>CC(C)=O>[ClH:23].[CH2:1]([N:10]1[C:14]2[CH:15]=[CH:16][CH:17]=[CH:18][C:13]=2[N:12]2[CH2:19][CH2:20][CH2:21][N:22]=[C:11]12)[C:2]([C:4]1[CH:5]=[CH:6][CH:7]=[CH:8][CH:9]=1)=[O:3] |f:3.4|. Reported procedure: The compound obtained in Step C is dissolved in acetone. The solution obtained is treated with concentrated hydrochloric acid. Suction-filter the precipitate and recrystallise from ethanol. The reactants are Clc1ccc(-c2c[nH]nc2OCc2ccccc2)s1, CN(C)C=O, [H-], Cc1ccc(S(=O)(=O)OC2CN3CCC2CC3)cc1, [Na+]. Yields the product Clc1ccc(-c2cn(C3CN4CCC3CC4)nc2OCc2ccccc2)s1. RXN SMILES: [CH2:22]([c:23]1[cH:24][cH:25][cH:26][cH:27][cH:28]1)[O:29][c:30]1[n:31][nH:32][cH:33][c:34]1-[c:35]1[s:36][c:37]([Cl:40])[cH:38][cH:39]1.[CH3:41][N:42]([CH3:43])[CH:44]=[O:45].[H-:1].[N:3]12[CH2:4][CH:5]([O:11][S:12]([c:13]3[cH:14][cH:15][c:16]([CH3:17])[cH:18][cH:19]3)(=[O:20])=[O:21])[CH:6]([CH2:7][CH2:8]1)[CH2:9][CH2:10]2.[Na+:2]>>[N:3]12[CH2:4][CH:5]([n:32]3[n:31][c:30]([O:29][CH2:22][c:23]4[cH:24][cH:25][cH:26][cH:27][cH:28]4)[c:34](-[c:35]4[s:36][c:37]([Cl:40])[cH:38][cH:39]4)[cH:33]3)[CH:6]([CH2:7][CH2:8]1)[CH2:9][CH2:10]2. Starting materials: IC1=CC2=C(N=C(S2)S)C=C1 (6-iodobenzo[d]thiazole-2-thiol), C([O-])([O-])=O.[K+].[K+] (potassium carbonate), CI (methyl iodide). Run in O1CCCC1 (tetrahydrofuran). Reaction conditions: time 8 hour. Yields the product IC1=CC2=C(N=C(S2)SC)C=C1 (6-iodo-2-(methylthio)benzo[d]thiazole). Reaction SMILES: [I:1][C:2]1[CH:11]=[CH:10][C:5]2[N:6]=[C:7]([SH:9])[S:8][C:4]=2[CH:3]=1.[C:12](=O)([O-])[O-].[K+].[K+].CI>O1CCCC1>[I:1][C:2]1[CH:11]=[CH:10][C:5]2[N:6]=[C:7]([S:9][CH3:12])[S:8][C:4]=2[CH:3]=1 |f:1.2.3|. Procedure details: To a stirred, room temperature mixture of 6-iodobenzo[d]thiazole-2-thiol (Reference Example 6a, 1.5 g, 5.1 mmol) and potassium carbonate (0.707 g, 5.1 mmol) in tetrahydrofuran (30 mL) was added methyl iodide (0.35 mL, 5.6 mmol). The reaction mixture was stirred at room temperature overnight, then volatiles were removed under reduced pressure to give a solid. The solid was partitioned between saturated aqueous sodium carbonate and chloroform. The chloroform layer was dried (MgSO4) and filtered. T... Product: ClC1=CC(=C(C=C1)C1=CC2=C(N=N1)CCCCCC2)C (3-(4-Chloro-2-methyl-phenyl)-5,6,7,8,9,10-hexahydro-cycloocta[c]pyridazine). Starting materials: C1(C(CCCCCC1)=O)=O (cyclooctane-1,2-dione), COP(OC)(=O)CC(=O)C1=C(C=C(C=C1)Cl)C ([2-(4-Chloro-2-methyl-phenyl)-2-oxo-ethyl]-phosphonic acid dimethyl ester), O.NN (hydrazine monohydrate). Reaction SMILES: [C:1]1(=O)[CH2:8][CH2:7][CH2:6][CH2:5][CH2:4][CH2:3][C:2]1=O.COP([CH2:17][C:18]([C:20]1[CH:25]=[CH:24][C:23]([Cl:26])=[CH:22][C:21]=1[CH3:27])=O)(=O)OC.O.[NH2:29][NH2:30]>>[Cl:26][C:23]1[CH:24]=[CH:25][C:20]([C:18]2[N:30]=[N:29][C:2]3[CH2:3][CH2:4][CH2:5][CH2:6][CH2:7][CH2:8][C:1]=3[CH:17]=2)=[C:21]([CH3:27])[CH:22]=1 |f:2.3|. Reported procedure: light yellow solid. MS (EI): 286.1 (M+). Prepared from cyclooctane-1,2-dione, [2-(4-Chloro-2-methyl-phenyl)-2-oxo-ethyl]-phosphonic acid dimethyl ester, hydrazine monohydrate. Starting materials: BrC1=C(C=2C(C3=CC=CC=C3C(C2C=C1)=O)=O)Br (dibromoanthraquinone), S(O)(O)(=O)=O (sulfuric acid), BrC1=CC=2C(C3=CC(=CC=C3C(C2C=C1)=O)Br)=O (2,7-dibromoanthraquinone), [Al] (aluminum). Yields the product BrC=1C=CC=2C(C3=CC=C(C=C3CC2C1)Br)=O (3,6-Dibromoanthrone). Reaction SMILES: BrC1C=CC2C(=O)C3C(=CC=CC=3)C(=O)C=2C=1Br.[Br:19][C:20]1[CH:33]=[CH:32][C:31]2[C:30](=[O:34])[C:29]3[C:24](=[CH:25][C:26]([Br:35])=[CH:27][CH:28]=3)[C:23](=O)[C:22]=2[CH:21]=1.[Al].S(=O)(=O)(O)O>>[Br:19][C:20]1[CH:33]=[CH:32][C:31]2[C:30](=[O:34])[C:29]3[C:24]([CH2:23][C:22]=2[CH:21]=1)=[CH:25][C:26]([Br:35])=[CH:27][CH:28]=3. Reported procedure: 3,6-Dibromoanthrone, a tuned photoinitiator precursor, can be prepared by first producing 2,7-dibromoanthraquinone by the direct bromination of anthraquinone with elemental bromine under pressure at about 160° C. as described by Diehl, Chem. Ber, 11, 1878, p181. The dibromoanthraquinone is then reduced to the 3,6-dibromoanthrone with aluminum metal and sulfuric acid as described by R. Biehl, et al., J. Amer. Chem. Soc., 99(13), 1977, pp.4278-4286. The reactants are ClC1=C(C=C(C=C1)[C@H]1OC1)F ((R)-2-(4-chloro-3-fluorophenyl)oxirane), C(O)CN (ethanolamine). Conditions: time 48 hour. The product is ClC1=C(C=C(C=C1)[C@H](CNCCO)O)F ((R)-1-(4-chloro-3-fluorophenyl)-2-(2-hydroxyethylamino)ethanol). Yield: 91.6%. RXN SMILES: [Cl:1][C:2]1[CH:7]=[CH:6][C:5]([C@@H:8]2[CH2:10][O:9]2)=[CH:4][C:3]=1[F:11].[CH2:12]([CH2:14][NH2:15])[OH:13]>>[Cl:1][C:2]1[CH:7]=[CH:6][C:5]([C@@H:8]([OH:9])[CH2:10][NH:15][CH2:14][CH2:12][OH:13])=[CH:4][C:3]=1[F:11]. Procedure details: (R)-2-(4-chloro-3-fluorophenyl)oxirane (1.66 g, 9.62 mmol) was added dropwise to ethanolamine (3.5 mL, 53.9 mmol). The (R)-2-(4-chloro-3-fluorophenyl)oxirane residue was rinsed with 4 mL of THF and this was added to the reaction mixture. The clear solution was stirred at room temperature for 48 h. TLC indicated complete consumption of the starting material. The mixture was treated with water (30 mL) under ice bath and then extracted with ethyl acetate (40 mL). The aqueous layer was extracted wit... The reactants are CCOC(=O)c1cccc(Br)c1, C#C[Si](C)(C)C, C1CCOC1, CC(C)NC(C)C, Cl[Pd]Cl, c1ccc(P(c2ccccc2)c2ccccc2)cc1, c1ccc(P(c2ccccc2)c2ccccc2)cc1. The product is CCOC(=O)c1cccc(C#C[Si](C)(C)C)c1. Reaction SMILES: [Br:1][c:2]1[cH:3][c:4]([C:5](=[O:6])[O:7][CH2:8][CH3:9])[cH:10][cH:11][cH:12]1.[C:13](#[CH:14])[Si:15]([CH3:16])([CH3:17])[CH3:18].[CH2:26]1[O:27][CH2:28][CH2:29][CH2:30]1.[CH:19]([NH:20][CH:21]([CH3:22])[CH3:23])([CH3:24])[CH3:25].[Pd:31]([Cl:32])[Cl:33].[c:34]1([P:35]([c:36]2[cH:37][cH:38][cH:39][cH:40][cH:41]2)[c:42]2[cH:43][cH:44][cH:45][cH:46][cH:47]2)[cH:48][cH:49][cH:50][cH:51][cH:52]1.[c:53]1([P:54]([c:55]2[cH:56][cH:57][cH:58][cH:59][cH:60]2)[c:61]2[cH:62][cH:63][cH:64][cH:65][cH:66]2)[cH:67][cH:68][cH:69][cH:70][cH:71]1>>[c:2]1([C:14]#[C:13][Si:15]([CH3:16])([CH3:17])[CH3:18])[cH:3][c:4]([C:5](=[O:6])[O:7][CH2:8][CH3:9])[cH:10][cH:11][cH:12]1. The reactants are C(CC1=CC=CC=C1)N(CCC)CCC1=CC(=C(C=C1)OC)OC (N-phenethyl-N-propyl-3,4-dimethoxyphenethylamine). Run in Br (hydrobromic acid). Product: C(CC1=CC=CC=C1)N(CCC)CCC1=CC(=C(C=C1)O)O (N-phenethyl-N-propyl-3,4-dihydroxyphenethylamine). The yield is 94.5%. As a reaction SMILES: [CH2:1]([N:9]([CH2:13][CH2:14][C:15]1[CH:20]=[CH:19][C:18]([O:21]C)=[C:17]([O:23]C)[CH:16]=1)[CH2:10][CH2:11][CH3:12])[CH2:2][C:3]1[CH:8]=[CH:7][CH:6]=[CH:5][CH:4]=1>Br>[CH2:1]([N:9]([CH2:13][CH2:14][C:15]1[CH:20]=[CH:19][C:18]([OH:21])=[C:17]([OH:23])[CH:16]=1)[CH2:10][CH2:11][CH3:12])[CH2:2][C:3]1[CH:4]=[CH:5][CH:6]=[CH:7][CH:8]=1. Reported procedure: A solution of 9.37 g of the product of Step B in 90 ml of 48% hydrobromic acid was refluxed for 3 hours under a nitrogen atmosphere and was then evaporated to dryness. The residue was taken up in 50 ml of ammonium hydroxide solution and the solution was extracted with methylene chloride. The organic extracts were washed with water, dried over magnesium sulfate, filtered and evaporated to dryness to obtain 8.1 g of N-phenethyl-N-propyl-3,4-dihydroxyphenethylamine in the form of a reddish oil.